This data is from the Open Reaction Database (ORD), a public repository of structured organic reaction records. The task is: describe an organic reaction: reactants, conditions, products, and yield Reactants: FC=1C=C2C(=C(/C(/C2=CC1)=C/C1=CC=C(C=C1)SC)C)CC(=O)O ((Z)-5-fluoro-2-methyl-1-(4-methylthiobenzylidene)inden-3-ylacetic acid), CO (methanol), S(=O)(Cl)Cl (thionyl chloride). Reaction conditions: time 2 hour. Product: FC=1C=C2C(=C(/C(/C2=CC1)=C/C1=CC=C(C=C1)SC)C)CC(=O)OC (Methyl (Z)-5-fluoro-2-methyl-1-(4-methylthiobenzylidene)inden-3-ylacetate). Reaction SMILES: [F:1][C:2]1[CH:3]=[C:4]2[C:8](=[CH:9][CH:10]=1)/[C:7](=[CH:11]\[C:12]1[CH:17]=[CH:16][C:15]([S:18][CH3:19])=[CH:14][CH:13]=1)/[C:6]([CH3:20])=[C:5]2[CH2:21][C:22]([OH:24])=[O:23].S(Cl)(Cl)=O.[CH3:29]O>>[F:1][C:2]1[CH:3]=[C:4]2[C:8](=[CH:9][CH:10]=1)/[C:7](=[CH:11]\[C:12]1[CH:17]=[CH:16][C:15]([S:18][CH3:19])=[CH:14][CH:13]=1)/[C:6]([CH3:20])=[C:5]2[CH2:21][C:22]([O:24][CH3:29])=[O:23]. Procedure: To a suspension of (Z)-5-fluoro-2-methyl-1-(4-methylthiobenzylidene)inden-3-ylacetic acid (51 g, 0.15 mol) in methanol (600 mL) at 0° C. there was slowly added thionyl chloride (26.8 g, 0.225 mol). The mixture was then stirred at room temperature for 2 hours and filtered to afford the title compound as a yellow solid, mp 73-75° C. Reactants: OC(CC#C)(CCCC)CO[Si](CC)(CC)CC (4-hydroxy-4-triethylsilyloxymethyl-1-octyne), ice water, N1C=NC=C1 (imidazole), Cl[Si](C)(C)C (chlorotrimethylsilane). Run in CN(C=O)C (dimethylformamide). Yields the product C(C)[Si](OCC(CC#C)(CCCC)O[Si](C)(C)C)(CC)CC (4-Triethylsilyloxymethyl-4-trimethylsilyloxy-1-octyne). RXN SMILES: [OH:1][C:2]([CH2:10][O:11][Si:12]([CH2:17][CH3:18])([CH2:15][CH3:16])[CH2:13][CH3:14])([CH2:6][CH2:7][CH2:8][CH3:9])[CH2:3][C:4]#[CH:5].N1C=CN=C1.Cl[Si:25]([CH3:28])([CH3:27])[CH3:26]>CN(C)C=O>[CH2:13]([Si:12]([CH2:17][CH3:18])([CH2:15][CH3:16])[O:11][CH2:10][C:2]([O:1][Si:25]([CH3:28])([CH3:27])[CH3:26])([CH2:6][CH2:7][CH2:8][CH3:9])[CH2:3][C:4]#[CH:5])[CH3:14]. Reported procedure: To a solution of the 4-hydroxy-4-triethylsilyloxymethyl-1-octyne (prepared in Example 3) and 23.9 g. of imidazole in 50 ml. of dimethylformamide at 0° C., is added with stirring, 21.2 g. of chlorotrimethylsilane. The mixture is stirred for 75 minutes, then poured into ice water and extracted with hexane. The hexane layer is washed with water, then saturated sodium bicarbonate solution, dried over magnesium sulfate and the hexane is removed. The residue is distilled. The fraction boiling at 133°-... Reactants: NC=1N(N=C2C1C(NC=1C=C(C=CC21)O)=O)C2=CC(=CC=C2)OC (3-amino-2-(3-methoxyphenyl)-7-hydroxy-2,5-dihydro-4H-pyrazolo[4,3-c]quinolin-4-one), Cl.ClCCN1CCOCC1 (4-(2-chloroethyl)morpholine hydrochloride), C([O-])([O-])=O.[K+].[K+] (potassium carbonate), [I-].[K+] (potassium iodide). Run in CN(C=O)C (N,N-dimethylformamide), O (water). Run at temperature 80 celsius, time 3 hour. Product: NC=1N(N=C2C1C(NC=1C=C(C=CC21)OCCN2CCOCC2)=O)C2=CC(=CC=C2)OC (3-amino-2-(3-methoxyphenyl)-7-(2-morpholin-4-ylethoxy)-2,5-dihydro-4H-pyrazolo[4,3-c]quinolin-4-one). Isolated yield 36.0%. As a reaction SMILES: [NH2:1][C:2]1[N:3]([C:17]2[CH:22]=[CH:21][CH:20]=[C:19]([O:23][CH3:24])[CH:18]=2)[N:4]=[C:5]2[C:14]3[CH:13]=[CH:12][C:11]([OH:15])=[CH:10][C:9]=3[NH:8][C:7](=[O:16])[C:6]=12.Cl.Cl[CH2:27][CH2:28][N:29]1[CH2:34][CH2:33][O:32][CH2:31][CH2:30]1.C(=O)([O-])[O-].[K+].[K+].[I-].[K+]>O.CN(C)C=O>[NH2:1][C:2]1[N:3]([C:17]2[CH:22]=[CH:21][CH:20]=[C:19]([O:23][CH3:24])[CH:18]=2)[N:4]=[C:5]2[C:14]3[CH:13]=[CH:12][C:11]([O:15][CH2:27][CH2:28][N:29]4[CH2:34][CH2:33][O:32][CH2:31][CH2:30]4)=[CH:10][C:9]=3[NH:8][C:7](=[O:16])[C:6]=12 |f:1.2,3.4.5,6.7|. Procedure: A mixture of 3-amino-2-(3-methoxyphenyl)-7-hydroxy-2,5-dihydro-4H-pyrazolo[4,3-c]quinolin-4-one (150 mg), 4-(2-chloroethyl)morpholine hydrochloride (109 mg), potassium carbonate (163 mg), potassium iodide (5 mg) and N,N-dimethylformamide (5 mg) was stirred at 80° C. for 3 hours. To the reaction mixture was added water, and the mixture was extracted with ethyl acetate. The extract was washed with water and brine, dried over anhydrous magnesium sulfate, and then the solvent was distilled off under... Reactants: O1CCCC1 (tetrahydrofuran), ClC(=O)OC(Cl)(Cl)Cl (trichloromethyl chloroformate), O1CCCC1 (tetrahydrofuran), C(C)OC(=O)CNCC1=CC=CO1 (N-(1-ethoxycarbonylmethyl)-N-furfurylamine), O1CCCC1 (tetrahydrofuran), N1N=NC=C1 (triazole). Solvent: O (water). Conditions: time 30 minute. Product: C(C)OC(=O)CN(C(=O)N1N=NC=C1)CC1=CC=CO1 (N-(ethoxycarbonylmethyl)-N-furfuryl-triazole-1-carboxamide). As a reaction SMILES: [O:1]1[CH2:5]CCC1.ClC(OC(Cl)(Cl)Cl)=O.[CH2:14]([O:16][C:17]([CH2:19][NH:20][CH2:21][C:22]1[O:26][CH:25]=[CH:24][CH:23]=1)=[O:18])[CH3:15].[NH:27]1[CH:31]=[CH:30][N:29]=[N:28]1>O>[CH2:14]([O:16][C:17]([CH2:19][N:20]([CH2:21][C:22]1[O:26][CH:25]=[CH:24][CH:23]=1)[C:5]([N:27]1[CH:31]=[CH:30][N:29]=[N:28]1)=[O:1])=[O:18])[CH3:15]. Procedure details: Into a solution of 100 ml of dry tetrahydrofuran containing 10 g (0.05 mol) of trichloromethyl chloroformate, 30 ml of a dry tetrahydrofuran solution containing 13 g (0.071 mol) of N-(1-ethoxycarbonylmethyl)-N-furfurylamine was added dropwise while cooling the former at 0° to 5° C. After stirring the mixture for 30 min at room temperature, 200 ml of dry tetrahydrofuran solution containing 9.8 g (0.121 mol) of triazole was added at 10° to 15° C. to the mixture. Then the mixture was gradually heat... Starting materials: Cl (HCl), C(=C)[C@@H]1N(CCCC1)C(=O)OC(C)(C)C ((R)-tert-butyl 2-vinylpiperidine-1-carboxylate). Run at time 2 hour. The product is Cl.C(=C)[C@@H]1NCCCC1 ((R)-2-vinylpiperidine hydrochloride). Yield: 91.7%. Reaction SMILES: [ClH:1].[CH:2]([C@H:4]1[CH2:9][CH2:8][CH2:7][CH2:6][N:5]1C(OC(C)(C)C)=O)=[CH2:3]>>[ClH:1].[CH:2]([C@H:4]1[CH2:9][CH2:8][CH2:7][CH2:6][NH:5]1)=[CH2:3] |f:2.3|. Procedure details: A solution of HCl (4 N in 1,4-dioxane, 11.1 mL, 47.9 mmol) was added to an ice bath cooled reaction vessel containing (R)-tert-butyl 2-vinylpiperidine-1-carboxylate (2.53 gm, 12.0 mmol). The reaction mixture was then stirred at rt for 2 hr. The reaction mixture was concentrated and dried under vacuum to give (R)-2-vinylpiperidine hydrochloride (1.62 gm, 11.0 mmol, 92% yield) as a white solid. 1H NMR (400 MHz, CD3OD) δ ppm 5.89 (1H, ddd, J=17.5, 10.6, 6.6 Hz), 5.50-5.37 (2H, m), 3.74-3.64 (1H, m)... The reactants are Cc1cc2c(cc1C)N(C)c1cscc1C(=O)N2, CN(C)CCCl, CCCCCC, CN(C)C=O, Cl. The product is Cc1cc2c(cc1C)N(C)c1cscc1C(=O)N2CCN(C)C. RXN SMILES: [CH3:13][N:14]1[c:15]2[c:16]([cH:28][s:29][cH:30]2)[C:17](=[O:27])[NH:18][c:19]2[c:20]1[cH:21][c:22]([CH3:26])[c:23]([CH3:25])[cH:24]2.[CH3:2][N:3]([CH3:4])[CH2:5][CH2:6][Cl:7].[CH3:31][CH2:32][CH2:33][CH2:34][CH2:35][CH3:36].[CH3:8][N:9]([CH3:10])[CH:11]=[O:12].[ClH:1]>>[CH3:2][N:3]([CH3:4])[CH2:5][CH2:6][N:18]1[C:17](=[O:27])[c:16]2[c:15]([cH:30][s:29][cH:28]2)[N:14]([CH3:13])[c:20]2[c:19]1[cH:24][c:23]([CH3:25])[c:22]([CH3:26])[cH:21]2. Product: COC(=O)c1cc(-c2ccccc2)ccc1N. RXN SMILES: [Cl-:30].[K+:27].[K+:28].[K+:29].[NH2:1][c:2]1[c:3]([C:4](=[O:5])[O:6][CH3:7])[cH:8][c:9]([Br:12])[cH:10][cH:11]1.[NH4+:31].[O:32]1[CH2:33][CH2:34][O:35][CH2:36][CH2:37]1.[OH:13][B:14]([OH:15])[c:16]1[cH:17][cH:18][cH:19][cH:20][cH:21]1.[P:22]([O-:23])([O-:24])([O-:25])=[O:26].[cH:38]1[cH:39][cH:40][c:41]([P:42]([Pd:43]([P:44]([c:45]2[cH:46][cH:47][cH:48][cH:49][cH:50]2)([c:51]2[cH:52][cH:53][cH:54][cH:55][cH:56]2)[c:57]2[cH:58][cH:59][cH:60][cH:61][cH:62]2)([P:63]([c:64]2[cH:65][cH:66][cH:67][cH:68][cH:69]2)([c:70]2[cH:71][cH:72][cH:73][cH:74][cH:75]2)[c:76]2[cH:77][cH:78][cH:79][cH:80][cH:81]2)[P:82]([c:83]2[cH:84][cH:85][cH:86][cH:87][cH:88]2)([c:89]2[cH:90][cH:91][cH:92][cH:93][cH:94]2)[c:95]2[cH:96][cH:97][cH:98][cH:99][cH:100]2)([c:101]2[cH:102][cH:103][cH:104][cH:105][cH:106]2)[c:107]2[cH:108][cH:109][cH:110][cH:111][cH:112]2)[cH:113][cH:114]1>>[NH2:1][c:2]1[c:3]([C:4](=[O:5])[O:6][CH3:7])[cH:8][c:9](-[c:16]2[cH:17][cH:18][cH:19][cH:20][cH:21]2)[cH:10][cH:11]1. The reactants are [Cl-], [K+], [K+], [K+], COC(=O)c1cc(Br)ccc1N, [NH4+], C1COCCO1, OB(O)c1ccccc1, O=P([O-])([O-])[O-], c1ccc(P(c2ccccc2)(c2ccccc2)[Pd](P(c2ccccc2)(c2ccccc2)c2ccccc2)(P(c2ccccc2)(c2ccccc2)c2ccccc2)P(c2ccccc2)(c2ccccc2)c2ccccc2)cc1. Reactants: [Al+3], CCOC(=O)N1CCC(Nc2c(C)cccc2C)CC1, [H-], [H-], [H-], [H-], [Li+], CCOCC, O. The product is Cc1cccc(C)c1NC1CCN(C)CC1. Reaction SMILES: [Al+3:2].[CH3:12][c:13]1[c:14]([NH:20][CH:21]2[CH2:22][CH2:23][N:24]([C:27]([O:28][CH2:29][CH3:30])=[O:31])[CH2:25][CH2:26]2)[c:15]([CH3:19])[cH:16][cH:17][cH:18]1.[H-:1].[H-:4].[H-:5].[H-:6].[Li+:3].[O:7]([CH2:8][CH3:9])[CH2:10][CH3:11].[OH2:32]>>[CH3:12][c:13]1[c:14]([NH:20][CH:21]2[CH2:22][CH2:23][N:24]([CH3:27])[CH2:25][CH2:26]2)[c:15]([CH3:19])[cH:16][cH:17][cH:18]1.